This data is from the Open Reaction Database (ORD), a public repository of structured organic reaction records. The task is: describe an organic reaction: reactants, conditions, products, and yield The reactants are C(C1=CC=CC=C1)N1N=CC2=CC(=CC=C12)NC1=NC=NC(=N1)Cl ((1-benzyl-1H-indazol-5-yl)-(4-chloro-[1,3,5]triazin-2-yl)amine), CCN(C(C)C)C(C)C (DIEA), NC=1C=CC(=C(C1)NC(C=C)=O)OC (N-(5-amino-2-methoxyphenyl)-acrylamide). Run at temperature 100 celsius. Product: C(C1=CC=CC=C1)N1N=CC2=CC(=CC=C12)N(C1=NC(=NC=N1)NC=1C=CC(=C(C1)NC(C=C)=O)OC)C (N-(5-{4-[(1-benzyl-1H-indazol-5-yl)-methyl-amino]-[1,3,5]triazin-2-ylamino}-2-methoxyphenyl)acrylamide). Reaction SMILES: [CH2:1]([N:8]1[C:16]2[C:11](=[CH:12][C:13]([NH:17][C:18]3[N:23]=[C:22](Cl)[N:21]=[CH:20][N:19]=3)=[CH:14][CH:15]=2)[CH:10]=[N:9]1)[C:2]1[CH:7]=[CH:6][CH:5]=[CH:4][CH:3]=1.[CH3:25]CN(C(C)C)C(C)C.[NH2:34][C:35]1[CH:36]=[CH:37][C:38]([O:46][CH3:47])=[C:39]([NH:41][C:42](=[O:45])[CH:43]=[CH2:44])[CH:40]=1>>[CH2:1]([N:8]1[C:16]2[C:11](=[CH:12][C:13]([N:17]([CH3:25])[C:18]3[N:19]=[CH:20][N:21]=[C:22]([NH:34][C:35]4[CH:36]=[CH:37][C:38]([O:46][CH3:47])=[C:39]([NH:41][C:42](=[O:45])[CH:43]=[CH2:44])[CH:40]=4)[N:23]=3)=[CH:14][CH:15]=2)[CH:10]=[N:9]1)[C:2]1[CH:7]=[CH:6][CH:5]=[CH:4][CH:3]=1. Reported procedure: To a slurry of (1-benzyl-1H-indazol-5-yl)-(4-chloro-[1,3,5]triazin-2-yl)-amine (Example 3, Step 3) (90 mg, 0.256 mmol) in IpOH (3 ml) was added DIEA (0.067 mL, 0.385 mmol) and N-(5-amino-2-methoxy-phenyl)acrylamide (Example 12, Step 2) (54. mg, 0.282 mmol). The mixture was heated at 100° C. for 18 h. The solution was then cooled to RT. A precipitate fell out of solution, was filtered off and dried under reduced pressure to give N-(5-{4-[(1-benzyl-1H-indazol-5-yl)-methyl-amino]-[1,3,5]triazin-2-y...